This data is from the Open Reaction Database (ORD), a public repository of structured organic reaction records. The task is: describe an organic reaction: reactants, conditions, products, and yield Reactants: [N+](=O)([O-])C1=CC=C([O-])C=C1.[K+] (potassium 4-nitrophenoxide), BrC(C1=CC=CC=C1)(F)F (a-bromo-a,a-difluorotoluene). Solvent: CN(C)C=O (DMF). Reaction conditions: temperature 79 celsius. Yields the product FC(C1=CC=CC=C1)(OC1=CC=C(C=C1)[N+](=O)[O-])F (4-(a,a-difluorobenzyloxy)nitrobenzene). Yield: 67.9%. Reaction SMILES: [N+:1]([C:4]1[CH:10]=[CH:9][C:7]([O-:8])=[CH:6][CH:5]=1)([O-:3])=[O:2].[K+].Br[C:13]([F:21])([F:20])[C:14]1[CH:19]=[CH:18][CH:17]=[CH:16][CH:15]=1>CN(C=O)C>[F:20][C:13]([F:21])([O:8][C:7]1[CH:9]=[CH:10][C:4]([N+:1]([O-:3])=[O:2])=[CH:5][CH:6]=1)[C:14]1[CH:19]=[CH:18][CH:17]=[CH:16][CH:15]=1 |f:0.1|. Procedure: A mixture of 1,3 dibromo-5,5-dimethylhydantoin (11.5 g, 40.2 mmol), a,a-difluorotoluene (prepared by the published method of W. J. Middleton, J. Org. Chem., 1975, 40, p574) (7.0 g, 55 mmol) and AIBN (0.25 g) in CCl4 (300 ml) was heated at reflux for 10 h while being irradiated (tungsten filament lamp, 500W). The mixture was then diluted with petrol and the remaining precipitate removed by filtration. The filtrate was then evaporated and the resulting oil chromatographed (silica, petrol) to give ... Starting materials: S(O)(O)(=O)=O (sulfuric acid), [N+](=O)([O-])C1=C(C(O)=CC(=C1)[N+](=O)[O-])O (3,5-dinitrocatechol), Ice water. Solvent: CC(=O)OC(=O)C (acetanhydride). Product: C(C)(=O)OC1=C(C(=CC(=C1)[N+](=O)[O-])[N+](=O)[O-])OC(C)=O (1,2-Diacetoxy-3,5-dinitrobenzene). As a reaction SMILES: S(=O)(=O)(O)O.[N+:6]([C:9]1[CH:15]=[C:14]([N+:16]([O-:18])=[O:17])[CH:13]=[C:11]([OH:12])[C:10]=1[OH:19])([O-:8])=[O:7]>CC(OC(C)=O)=O>[C:11]([O:12][C:11]1[CH:13]=[C:14]([N+:16]([O-:18])=[O:17])[CH:15]=[C:9]([N+:6]([O-:8])=[O:7])[C:10]=1[O:19][C:10](=[O:19])[CH3:9])(=[O:12])[CH3:13]. Reported procedure: A catalytic amount of concentrated sulfuric acid was added to a solution containing 2.0 g of 3,5-dinitrocatechol in 15 ml of acetanhydride and the solution was mixed for 1/2 hours in 50°-60° C. Ice water was added to the reaction mixture and the solution was mixed in 0° C. whereby the product was crystallized. The product was filtered and washed with water and dried. Yield 2.75 g (97%), m.p. 115°-117° C. The reactants are CCO, CC(=O)Nc1ccc2ccc(C(F)(F)F)cc2c1Cl, O, O=S(=O)(O)O. Product: Nc1ccc2ccc(C(F)(F)F)cc2c1Cl. RXN SMILES: [CH3:26][CH2:27][OH:28].[Cl:1][c:2]1[c:3]([NH:16][C:17](=[O:18])[CH3:19])[cH:4][cH:5][c:6]2[cH:7][cH:8][c:9]([C:12]([F:13])([F:14])[F:15])[cH:10][c:11]12.[OH2:20].[S:21](=[O:22])(=[O:23])([OH:24])[OH:25]>>[Cl:1][c:2]1[c:3]([NH2:16])[cH:4][cH:5][c:6]2[cH:7][cH:8][c:9]([C:12]([F:13])([F:14])[F:15])[cH:10][c:11]12. Reactants: [N+](=O)([O-])C=1C=C(C=CC1)S (3-nitrothiophenol), ClC1=C(C=CC=C1C(CF)(F)F)[N+](=S)[O-] (2-chloro 1,1,2-trifluoroethylthio nitrobenzene), [OH-].[K+] (potassium hydroxide), ClC(=C(F)F)F (2-chloro-1,1,2-trifluoroethylene). The reagents and catalysts are [Hg] (mercury). Solvent: CC(=O)C (acetone). Reaction conditions: time 2 hour. Yields the product ClC(C(SC=1C=C(C=CC1)[N+](=O)[O-])(F)F)F (3(2-Chloro-1,1,2-trifluoroethylthio) nitrobenzene). RXN SMILES: [N+:1]([C:4]1[CH:5]=[C:6]([SH:10])[CH:7]=[CH:8][CH:9]=1)([O-:3])=[O:2].[OH-].[K+].[Cl:13][C:14]([F:18])=[C:15]([F:17])[F:16].ClC1C(C(F)(F)CF)=CC=CC=1[N+]([O-])=S>[Hg].CC(C)=O>[Cl:13][CH:14]([F:18])[C:15]([F:17])([F:16])[S:10][C:6]1[CH:5]=[C:4]([N+:1]([O-:3])=[O:2])[CH:9]=[CH:8][CH:7]=1 |f:1.2|. Reported procedure: A mixture of 50 g. (0.322 moles) of 3-nitrothiophenol, 46.6 g. (0.402 moles) of potassium hydroxide, 60 ml. of acetone and 59 g. (0.395 moles) of 2-chloro-1,1,2-trifluoroethylene is heated in an autoclave with stirring for 11/2 hours at 60°-70° C. The reaction mixture is cooled, decanted and the solution evaporated to dryness in vacuo. The oily residue is combined with the solids, water is added and the product extracted with methylene chloride. The extracts are washed with 2.5 N aqueous sodium ... Run in CS(=O)C (DMSO), O (water). As a reaction SMILES: C1(C2C=CC([P:17]([OH:20])(=[O:19])[OH:18])=CC=2)C=CC([P:7]([OH:10])(=[O:9])[OH:8])=CC=1.[P:21](O)([OH:23])[OH:22]>CS(C)=O.O>[PH:21]([O:20][PH:17]([OH:18])=[O:19])([OH:23])=[O:22].[P:7]([OH:10])([OH:9])[OH:8] |f:4.5|. The product is P(=O)(O)OP(=O)O.P(O)(O)O (diphosphonic acid phosphorous acid). The reactants are C1(=CC=C(C=C1)P(O)(=O)O)C1=CC=C(C=C1)P(O)(=O)O (4,4'-(biphenyl) diphosphonic acid), P(O)(O)O (phosphorous acid), ZrOCl2.8H2O. Procedure details: 0.19 g of 4,4'-(biphenyl) diphosphonic acid and 0.77 g of phosphorous acid are dissolved in 18 ml of DMSO in a plastic container kept at a temperature of 80° C. 0.80 g of ZrOCl2.8H2O dissolved in 1.5 ml of concentrated HF and 1 ml of water, are added to the clear solution. The solid obtained after 24 hours, separated, washed, dried and analysed as described in Example 1, gave a diphosphonic acid/phosphorous acid molar ratio of 0.8:1 and a distance between layers of 14 Å. Measurement of the surfa... The reactants are OC1=C(C(=O)CCCCC(C2=C(C=C(C=C2)O)O)=O)C=CC(=C1)O (1,4-bis-(2',4'-dihydroxybenzoyl)-butane), C(Cl)C1CO1 (epichlorohydrin), O (water), [OH-].[Na+] (sodium hydroxide), O (water), O (water). The reagents and catalysts are [Cl-].C[N+](C)(C)C (tetramethylammonium chloride). Conditions: temperature 60 celsius. Product: C(C1CO1)OC1=C(C(=O)CCCCC(C2=C(C=C(C=C2)OCC2CO2)OCC2CO2)=O)C=CC(=C1)OCC1CO1 (1,4-bis-(2',4'-diglycidyloxybenzoyl)-butane). RXN SMILES: [OH:1][C:2]1[CH:23]=[C:22]([OH:24])[CH:21]=[CH:20][C:3]=1[C:4]([CH2:6][CH2:7][CH2:8][CH2:9][C:10](=[O:19])[C:11]1[CH:16]=[CH:15][C:14]([OH:17])=[CH:13][C:12]=1[OH:18])=[O:5].[CH2:25]([CH:27]1[O:29][CH2:28]1)Cl.[OH-:30].[Na+].[OH2:32]>[Cl-].C[N+](C)(C)C>[CH2:25]([O:1][C:2]1[CH:23]=[C:22]([O:24][CH2:25][CH:27]2[O:29][CH2:28]2)[CH:21]=[CH:20][C:3]=1[C:4]([CH2:6][CH2:7][CH2:8][CH2:9][C:10](=[O:19])[C:11]1[CH:16]=[CH:15][C:14]([O:17][CH2:3][CH:2]2[O:30][CH2:23]2)=[CH:13][C:12]=1[O:18][CH2:4][CH:6]1[O:32][CH2:7]1)=[O:5])[CH:27]1[O:29][CH2:28]1 |f:2.3,5.6|. Procedure: 18.16 g (0.055 mole) of 1,4-bis-(2',4'-dihydroxybenzoyl)-butane, 86.84 g (0.938 mole) of epichlorohydrin and 0.97 g of 50% aqueous tetramethylammonium chloride solution are initially placed in a 350 ml sulfonation flask equipped with a stirrer, a thermometer, a condenser, a dropping funnel and a water separator, and are heated at 105°-110° C. After a reaction time of 4 hours the reaction mixture is cooled to 60° C.; 20.21 g (0.253 mole) of 50% aqueous sodium hydroxide solution are then added wit... Starting materials: C(=C)C(C1=CC=CC=C1)Cl (Vinylbenzyl chloride), C(C)Br (ethyl bromide), 3-t-butyl-4-hydroxy-5-methyl phenyl sulfide, [Br-].[Na+] (sodium bromide), CN1C(CCC1)=O (N-methylpyrrolidone). Solvent: O (water). The product is C(=C)C(C1=CC=CC=C1)Br (Vinylbenzyl bromide). Yield: 73.0%. RXN SMILES: [CH:1]([CH:3](Cl)[C:4]1[CH:9]=[CH:8][CH:7]=[CH:6][CH:5]=1)=[CH2:2].[Br-].[Na+].CN1CCCC1=O.C([Br:22])C>O>[CH:1]([CH:3]([Br:22])[C:4]1[CH:9]=[CH:8][CH:7]=[CH:6][CH:5]=1)=[CH2:2] |f:1.2|. Procedure: Vinylbenzyl chloride (50.60 g, 0.33 mol, 60:40 mixture of p,m isomers), sodium bromide (6.86 g, 6.67×10−2 mol), N-methylpyrrolidone (300 ml, passed through a short column of basic alumina), ethyl bromide (260 g), and 3-t-butyl-4-hydroxy-5-methyl phenyl sulfide (1.00 g, 2.79×10−3 mol) were combined in a 1 liter round bottomed flask fitted with a reflux condenser and a nitrogen inlet and the mixture was heated at reflux for 72 hours at which point the reaction was found to have proceeded to >95% c... Starting materials: C1=CC=CC2=C1CCC(CC2)=O (5,6,8,9-Tetrahydro-benzocyclohepten-7-one), C(C1=CC=CC=C1)N (benzylamine). Reagents/catalysts: [Pd] (palladium on charcoal). Solvent: C(C)O (ethanol). Reaction conditions: time 24 hour. Yields the product C(C1=CC=CC=C1)NC1CCC2=C(CC1)C=CC=C2 (Benzyl-(6,7,8,9-tetrahydro-5H-benzocyclohepten-7-yl)-amine). RXN SMILES: [CH:1]1[C:6]2[CH2:7][CH2:8][C:9](=O)[CH2:10][CH2:11][C:5]=2[CH:4]=[CH:3][CH:2]=1.[CH2:13]([NH2:20])[C:14]1[CH:19]=[CH:18][CH:17]=[CH:16][CH:15]=1>C(O)C.[Pd]>[CH2:13]([NH:20][CH:9]1[CH2:8][CH2:7][C:6]2[CH:1]=[CH:2][CH:3]=[CH:4][C:5]=2[CH2:11][CH2:10]1)[C:14]1[CH:19]=[CH:18][CH:17]=[CH:16][CH:15]=1. Reported procedure: 5,6,8,9-Tetrahydro-benzocyclohepten-7-one (3.00 g) and benzylamine (2.00 g) are dissolved in ethanol (50 mL). A catalytic amount of 10% palladium on charcoal is added and the reaction mixture is placed under an atmosphere of hydrogen. The reaction mixture is stirred at r.t. The reaction is shown to be complete by TLC after 24 hours. The catalyst is filtered off and the solvent is removed in vacuo. The product is not purified further. TLC (silica, n-hexane/ethyl acetate 1:2 Rf=0.50). Reactants: N1=CN=CC2=CC=CC=C12 (quinazoline), ClC=1C=C(N)C(=CC1Cl)F (3,4-dichloro-6-fluoroaniline), ClC1=NC=NC2=CC=C(C=C12)[N+](=O)[O-] (4-chloro-6-nitroquinazoline). The product is ClC=1C=C(C(=CC1Cl)F)NC1=NC=NC2=CC=C(C=C12)[N+](=O)[O-] (4-[(3,4-dichloro-6-fluorophenyl)amino]-6-nitroquinazoline). As a reaction SMILES: N1C2C(=CC=CC=2)C=NC=1.[Cl:11][C:12]1[CH:13]=[C:14]([C:16]([F:20])=[CH:17][C:18]=1[Cl:19])[NH2:15].Cl[C:22]1[C:31]2[C:26](=[CH:27][CH:28]=[C:29]([N+:32]([O-:34])=[O:33])[CH:30]=2)[N:25]=[CH:24][N:23]=1>>[Cl:11][C:12]1[CH:13]=[C:14]([NH:15][C:22]2[C:31]3[C:26](=[CH:27][CH:28]=[C:29]([N+:32]([O-:34])=[O:33])[CH:30]=3)[N:25]=[CH:24][N:23]=2)[C:16]([F:20])=[CH:17][C:18]=1[Cl:19]. Procedure details: In one particular, which includes a quinazoline that is substituted by one reactive group at position 6 thereof, 3,4-dichloro-6-fluoroaniline is reacted with 4-chloro-6-nitroquinazoline, so as to produce 4-[(3,4-dichloro-6-fluorophenyl)amino]-6-nitroquinazoline, which is reduced, by means of an ethanolic solution of hydrazine hydrate and Raney®Nickel, so as to produce 4-[(3,4-dichloro-6-fluorophenyl)amino]-6-aminoquinazoline. Then, the 4-[(3,4-dichloro-6-fluorophenyl)amino]-6-aminoquinazoline is...